This data is from the Open Reaction Database (ORD), a public repository of structured organic reaction records. The task is: describe an organic reaction: reactants, conditions, products, and yield The reactants are COC(=O)CBr, O=C([O-])[O-], CC(C)=O, [K+], [K+], COc1ccc(CCC(=O)c2ccc(OC)c(CCC(C)C)c2O)cc1. Yields the product COC(=O)COc1c(C(=O)CCc2ccc(OC)cc2)ccc(OC)c1CCC(C)C. As a reaction SMILES: [Br:33][CH2:34][C:35](=[O:36])[O:37][CH3:38].[C:27](=[O:28])([O-:29])[O-:30].[CH3:39][C:40](=[O:41])[CH3:42].[K+:31].[K+:32].[OH:1][c:2]1[c:3]([C:15]([CH2:16][CH2:17][c:18]2[cH:19][cH:20][c:21]([O:24][CH3:25])[cH:22][cH:23]2)=[O:26])[cH:4][cH:5][c:6]([O:13][CH3:14])[c:7]1[CH2:8][CH2:9][CH:10]([CH3:11])[CH3:12]>>[O:1]([c:2]1[c:3]([C:15]([CH2:16][CH2:17][c:18]2[cH:19][cH:20][c:21]([O:24][CH3:25])[cH:22][cH:23]2)=[O:26])[cH:4][cH:5][c:6]([O:13][CH3:14])[c:7]1[CH2:8][CH2:9][CH:10]([CH3:11])[CH3:12])[CH2:34][C:35](=[O:36])[O:37][CH3:38]. The reactants are resultant solution, COC1=CC=C2C(=N1)N(C(=N2)C2CN(CCC2)C(C[C@@H](CC2=CC1=CC=CC=C1C=C2)NC(OC(C)(C)C)=O)=O)CCCOC ((R)-tert-butyl 4-(3-(5-methoxy-3-(3-methoxypropyl)-3H-imidazo[4,5-b]pyridin-2-yl)piperidin-1-yl)-1-(naphthalen-2-yl)-4-oxobutan-2-ylcarbamate), ClCCl (Dichloromethane), FC(C(=O)O)(F)F (trifluoroacetic acid), resultant solution. Solvent: O (water), CC#N (CH3CN), CO (methanol). Product: N[C@@H](CC(=O)N1CC(CCC1)C1=NC=2C(=NC(=CC2)OC)N1CCCOC)CC1=CC2=CC=CC=C2C=C1 ((R)-3-amino-1-(3-(5-methoxy-3-(3-methoxypropyl)-3H-imidazo[4,5-b]pyridin-2-yl)piperidin-1-yl)-4-(naphthalen-2-yl)butan-1-one), FC(C(=O)O)(F)F (trifluoroacetic acid). As a reaction SMILES: [CH3:1][O:2][C:3]1[N:8]=[C:7]2[N:9]([CH2:41][CH2:42][CH2:43][O:44][CH3:45])[C:10]([CH:12]3[CH2:17][CH2:16][CH2:15][N:14]([C:18](=[O:40])[CH2:19][C@H:20]([NH:32]C(=O)OC(C)(C)C)[CH2:21][C:22]4[CH:31]=[CH:30][C:29]5[C:24](=[CH:25][CH:26]=[CH:27][CH:28]=5)[CH:23]=4)[CH2:13]3)=[N:11][C:6]2=[CH:5][CH:4]=1.ClCCl.[F:49][C:50]([F:55])([F:54])[C:51]([OH:53])=[O:52]>CO.CC#N.O>[NH2:32][C@H:20]([CH2:21][C:22]1[CH:31]=[CH:30][C:29]2[C:24](=[CH:25][CH:26]=[CH:27][CH:28]=2)[CH:23]=1)[CH2:19][C:18]([N:14]1[CH2:15][CH2:16][CH2:17][CH:12]([C:10]2[N:9]([CH2:41][CH2:42][CH2:43][O:44][CH3:45])[C:7]3=[N:8][C:3]([O:2][CH3:1])=[CH:4][CH:5]=[C:6]3[N:11]=2)[CH2:13]1)=[O:40].[F:49][C:50]([F:55])([F:54])[C:51]([OH:53])=[O:52]. Procedure details: (R)-tert-Butyl 4-(3-(5-methoxy-3-(3-methoxypropyl)-3H-imidazo[4,5-b]pyridin-2-yl)piperidin-1-yl)-1-(naphthalen-2-yl)-4-oxobutan-2-ylcarbamate (33E) (0.069 mmol, 0.042 g) was added to a 10 mL round-bottomed flask equipped for stirring under nitrogen. Dichloromethane (1 mL) and trifluoroacetic acid (1 mL) were then added and the resultant solution was allowed to stir under nitrogen for 4 hr. The solvent was removed in-vacuo affording a clear colored oil. This oil was re-dissolved in methanol (3 mL... The reactants are C(C1=CC=CC=C1)P(=O)(O)CC(C(=O)O)CC=1C=NC(=CC1)NC(=O)OC(C)(C)C (3-[Benzyl(hydroxy)phosphoryl]-2-({6-[(tert-butoxycarbonyl)amino]pyridin-3-yl}methyl)propanoic acid), Cl (HCl). Solvent: CCOC(=O)C (EtOAc), CCOC(=O)C (EtOAc). Conditions: time 8 hour. Product: NC1=CC=C(C=N1)CC(C(=O)O)CP(=O)(O)CC1=CC=CC=C1 (3-(6-aminopyridin-3-yl)-2-{[benzyl(hydroxy)phosphoryl]methyl}propanoic acid). Yield: 68.0%. Reaction SMILES: [CH2:1]([P:8]([CH2:11][CH:12]([CH2:16][C:17]1[CH:18]=[N:19][C:20]([NH:23]C(OC(C)(C)C)=O)=[CH:21][CH:22]=1)[C:13]([OH:15])=[O:14])([OH:10])=[O:9])[C:2]1[CH:7]=[CH:6][CH:5]=[CH:4][CH:3]=1.Cl>CCOC(C)=O>[NH2:23][C:20]1[N:19]=[CH:18][C:17]([CH2:16][CH:12]([CH2:11][P:8]([CH2:1][C:2]2[CH:3]=[CH:4][CH:5]=[CH:6][CH:7]=2)([OH:10])=[O:9])[C:13]([OH:15])=[O:14])=[CH:22][CH:21]=1. Reported procedure: 3-[Benzyl(hydroxy)phosphoryl]-2-({6-[(tert-butoxycarbonyl)amino]pyridin-3-yl}methyl)propanoic acid (46 mg; 0.11 mmol) was dissolved in EtOAc (2 mL) and 1 mL of EtOAc, which had been saturated with HCl (g), was added. The reaction was stirred at room temperature overnight. The reaction mixture was concentrated to yield 25 mg (64%) of 3-(6-aminopyridin-3-yl)-2-{[benzyl(hydroxy)phosphoryl]methyl}propanoic acid.